From a dataset of the Open Reaction Database (ORD), a public repository of structured organic reaction records. describe an organic reaction: reactants, conditions, products, and yield The reactants are suspension, [H-].[Na+] (sodium hydride), C(C#C)O (propargyl alcohol), suspension, [H-].[Na+] (sodium hydride), Cl (hydrochloric acid), [Na] (sodium), C(C#C)O (propargyl alcohol), C(C)(C)C1(C(N=C2N1C(C1=CC=CC=C21)=O)=O)C (3-isopropyl-3-methyl-5H-imidazo[2,1-a]isoindole2(3H), 5-dione). Run in C(Cl)Cl (methylene chloride). Conditions: temperature 5 celsius. Product: C(C)(C)C1(C(N=C(N1)C1=C(C(=O)OCC#C)C=CC=C1)=O)C (2-propynyl o-(5-isopropyl-5-methyl-4-oxo-2-imidazolin-2-yl)benzoate). As a reaction SMILES: [CH2:1]([OH:4])[C:2]#[CH:3].[H-].[Na+].[Na].[CH:8]([C:11]1([CH3:25])[N:15]2[C:16](=[O:23])[C:17]3[C:22]([C:14]2=[N:13][C:12]1=[O:24])=[CH:21][CH:20]=[CH:19][CH:18]=3)([CH3:10])[CH3:9].Cl>C(Cl)Cl>[CH:8]([C:11]1([CH3:25])[NH:15][C:14]([C:22]2[CH:21]=[CH:20][CH:19]=[CH:18][C:17]=2[C:16]([O:4][CH2:1][C:2]#[CH:3])=[O:23])=[N:13][C:12]1=[O:24])([CH3:10])[CH3:9] |f:1.2,^1:6|. Procedure: To 12.5 ml of propargyl alcohol is added 0.1 g of a 50% suspension of sodium hydride in mineral oil. The addition is made under a blanket of nitrogen while the mixture is stirred and the temperature thereof maintained at from 20° C. to 25° C. by means of external cooling. The formation of the sodium salt of propargyl alcohol is complete in about 1 to 2 hours. To this solution is added 5.0 g of 3-isopropyl-3-methyl-5H-imidazo[2,1-a]isoindole2(3H), 5-dione and the mixture stirred at room temperatu... Starting materials: BrC1=NNC(=C1)C1=CC=CC=C1 (3-bromo-5-phenyl-1H-pyrazole), O (water), [H-].[Na+] (sodium hydride), BrCC1CC1 (bromomethylcyclopropane). The solvent is CN(C)C=O (DMF). Reaction conditions: time 17 hour. The product is BrC1=NN(C(=C1)C1=CC=CC=C1)CC1CC1 (3-bromo-1-cyclopropylmethyl-5-phenyl-1H-pyrazole), BrC1=CC(=NN1CC1CC1)C1=CC=CC=C1 (5-bromo-1-cyclopropylmethyl-3-phenyl-1H-pyrazole). RXN SMILES: [Br:1][C:2]1[CH:6]=[C:5]([C:7]2[CH:12]=[CH:11][CH:10]=[CH:9][CH:8]=2)[NH:4][N:3]=1.[H-].[Na+].Br[CH2:16][CH:17]1[CH2:19][CH2:18]1.O>CN(C=O)C>[Br:1][C:2]1[CH:6]=[C:5]([C:7]2[CH:12]=[CH:11][CH:10]=[CH:9][CH:8]=2)[N:4]([CH2:16][CH:17]2[CH2:19][CH2:18]2)[N:3]=1.[Br:1][C:2]1[N:3]([CH2:16][CH:17]2[CH2:19][CH2:18]2)[N:4]=[C:5]([C:7]2[CH:12]=[CH:11][CH:10]=[CH:9][CH:8]=2)[CH:6]=1 |f:1.2|. Procedure: 5.7 g of 3-bromo-5-phenyl-1H-pyrazole were dissolved in 50 ml of anhydrous DMF, 0.74 g of sodium hydride and 4.1 g of bromomethylcyclopropane were added and the mixture was allowed to stand for 17 h at room temperature. The reaction mixture was then treated with 1 ml of water and the volatile constituents were removed in vacuo. Chromatography on reversed phase silica gel yielded 1.4 g of 3-bromo-1-cyclopropylmethyl-5-phenyl-1H-pyrazole and 2.7 g of 5-bromo-1-cyclopropylmethyl-3-phenyl-1H-pyrazol...